From a dataset of the Open Reaction Database (ORD), a public repository of structured organic reaction records. describe an organic reaction: reactants, conditions, products, and yield Reactants: CN1CCOCC1 (N-methyl morpholine), C(#N)[C@@H]1[C@@H](CN(C1)CC1=CC=CC=C1)C(=O)O ((3S,4R)-4-cyano-1-(phenylmethyl)-3-pyrrolidinecarboxylic acid), ClC(=O)OCC(C)C (Isobutyl chloroformate). Solvent: C1CCOC1 (THF). Reaction conditions: temperature -15 celsius, time 8 hour. Product: C(#N)[C@H]1[C@H](CN(C1)CC1=CC=CC=C1)C(=O)N ((3R,4S)-4-cyano-1-(phenylmethyl)-3-pyrrolidinecarboxamide). Reaction SMILES: [C:1]([C@H:3]1[CH2:7][N:6]([CH2:8][C:9]2[CH:14]=[CH:13][CH:12]=[CH:11][CH:10]=2)[CH2:5][C@H:4]1[C:15]([OH:17])=O)#[N:2].C[N:19]1CCOCC1.ClC(OCC(C)C)=O>C1COCC1>[C:1]([C@@H:3]1[CH2:7][N:6]([CH2:8][C:9]2[CH:14]=[CH:13][CH:12]=[CH:11][CH:10]=2)[CH2:5][C@@H:4]1[C:15]([NH2:19])=[O:17])#[N:2]. Procedure: Crude (3S,4R)-4-cyano-1-(phenylmethyl)-3-pyrrolidinecarboxylic acid (3.24 g) was dissolved in THF (50 mL). N-methyl morpholine (0.93 mL, 8.49 mmol) was added and the solution allowed to stir overnight. A bit of solid remains undissolved. The solution was cooled to −15 degrees C. in an ethylene glycol/dry ice bath. Isobutyl chloroformate (1.1 mL, 8.49 mL) was added and the reaction stirred at −15 degrees C. for 1 hour. Ammonia was then bubbled through the solution for 20 minutes. The solution was... Reactants: N([C@@H](C(C)C)C(=O)O)C(=O)OC(C)(C)C (Boc-Val-OH), N1[C@H](C(=O)NCC(=O)OC)CCC1.Cl (H-Pro-Gly-OMe.HCl), anhydride, ( a ). Product: N([C@@H](C(C)C)C(=O)N1[C@H](C(=O)NCC(=O)OC)CCC1)C(=O)OC(C)(C)C (Boc-Val-Pro-Gly-OMe). As a reaction SMILES: [NH:1]([C:9]([O:11][C:12]([CH3:15])([CH3:14])[CH3:13])=[O:10])[C@H:2]([C:6]([OH:8])=O)[CH:3]([CH3:5])[CH3:4].[NH:16]1[CH2:28][CH2:27][CH2:26][C@H:17]1[C:18]([NH:20][CH2:21][C:22]([O:24][CH3:25])=[O:23])=[O:19].Cl>>[NH:1]([C:9]([O:11][C:12]([CH3:15])([CH3:14])[CH3:13])=[O:10])[C@H:2]([C:6]([N:16]1[CH2:28][CH2:27][CH2:26][C@H:17]1[C:18]([NH:20][CH2:21][C:22]([O:24][CH3:25])=[O:23])=[O:19])=[O:8])[CH:3]([CH3:4])[CH3:5] |f:1.2|. Procedure: Boc-Val-OH (52.1 g, 240 mmol) was reacted with II (53.4 g, 240 mmol) by the mixed anhydride method as described for the preparation of I in part (a). The resulting oil showed a single spot on TLC; yield 64.0 g (69%), Rf1 0.69. Reactants: COC1=C(CN[C@@H]2[C@@H](N[C@@H]([C@H]2C(=O)OC)C)C2=CC=CC=C2)C=C(C=C1)OC(F)(F)F ((2S*,3S*,4R*,5R*)-3-[N-(2-methoxy-5-trifluoromethoxybenzyl)amino]-4-methoxycarbonyl-5-methyl-2-phenylpyrrolidine), COC1=C(CN[C@@H]2[C@@H](N[C@@H]([C@H]2C(=O)OC)C)C2=CC=CC=C2)C=C(C=C1)OC(F)(F)F ((2S*,3S*,4R*,5R*)-3-[N-(2-methoxy-5-trifluoromethoxybenzyl)amino]-4-methoxycarbonyl-5-methyl-2-phenylpyrrolidine), C(C1=CC=CC=C1)OC(=O)N1[C@H]([C@H]([C@@H]([C@H]1C)C(=O)OC)NCC1=C(C=CC(=C1)OC(F)(F)F)OC)C1=CC=CC=C1 ((2S*,3S*,4S*,5R*)-1-benzyloxycarbonyl-3-[N-(2-methoxy-5-trifluoromethoxybenzyl)amino]-4-methoxycarbonyl-5-methyl-2-phenylpyrrolidine). The reagents and catalysts are [OH-].[OH-].[Pd+2] (Pd(OH)2). Solvent: CO (methanol). The product is COC1=C(CN[C@@H]2[C@@H](N[C@@H]([C@@H]2C(=O)OC)C)C2=CC=CC=C2)C=C(C=C1)OC(F)(F)F ((2S*,3S*,4S*,5R*)-3-[N-(2-methoxy-5-trifluoromethoxybenzyl)amino]-4-methoxycarbonyl-5-methyl-2-phenylpyrrolidine). Yield: 26.8%. As a reaction SMILES: C(OC([N:11]1[C@H:15]([CH3:16])[C@@H:14]([C:17]([O:19][CH3:20])=[O:18])[C@H:13]([NH:21][CH2:22][C:23]2[CH:28]=[C:27]([O:29][C:30]([F:33])([F:32])[F:31])[CH:26]=[CH:25][C:24]=2[O:34][CH3:35])[C@@H:12]1[C:36]1[CH:41]=[CH:40][CH:39]=[CH:38][CH:37]=1)=O)C1C=CC=CC=1.COC1C=CC(OC(F)(F)F)=CC=1CN[C@H]1[C@H](C(OC)=O)[C@@H](C)N[C@H]1C1C=CC=CC=1>CO.[OH-].[OH-].[Pd+2]>[CH3:35][O:34][C:24]1[CH:25]=[CH:26][C:27]([O:29][C:30]([F:31])([F:33])[F:32])=[CH:28][C:23]=1[CH2:22][NH:21][C@H:13]1[C@@H:14]([C:17]([O:19][CH3:20])=[O:18])[C@@H:15]([CH3:16])[NH:11][C@H:12]1[C:36]1[CH:41]=[CH:40][CH:39]=[CH:38][CH:37]=1 |f:3.4.5|. Reported procedure: 20% Pd(OH)2 --C (Pearlman's cat., 600 mg) was added to a solution of (2S*,3S*,4S*,5R*)-1-benzyloxycarbonyl-3-[N-(2-methoxy-5-trifluoromethoxybenzyl)amino]-4-methoxycarbonyl-5-methyl-2-phenylpyrrolidine 1.08 g, 1.89 mmol) and HCO2NH4 (714 mg, 11.3 mmol) in methanol (25 ml). The reaction mixture was stirred and heated at a gentle reflux for 30 min. The catalyst was filtered off by the aid of a Celite pad, and washed with MeOH. The combined filtrate and washings were concentrated in vacuo. The resi... Starting materials: C1CCOC1, CCOC(C)=O, [NH4+], O=S(=O)(CC1CO1)c1ccc(Oc2ccccc2)cc1, O, N#C[S-]. Product: O=S(=O)(CC1CS1)c1ccc(Oc2ccccc2)cc1. Reaction SMILES: [CH2:31]1[O:32][CH2:33][CH2:34][CH2:35]1.[CH3:25][CH2:26][O:27][C:28](=[O:29])[CH3:30].[NH4+:24].[O:1]([c:2]1[cH:3][cH:4][cH:5][cH:6][cH:7]1)[c:8]1[cH:9][cH:10][c:11]([S:14](=[O:15])(=[O:16])[CH2:17][CH:18]2[O:19][CH2:20]2)[cH:12][cH:13]1.[OH2:36].[S-:21][C:22]#[N:23]>>[O:1]([c:2]1[cH:3][cH:4][cH:5][cH:6][cH:7]1)[c:8]1[cH:9][cH:10][c:11]([S:14](=[O:15])(=[O:16])[CH2:17][CH:18]2[CH2:20][S:21]2)[cH:12][cH:13]1. Starting materials: CCN=C=NCCCN(C)C (WSC), C(C)NC(=O)C1=CC=C(C=C1)N1N=NC(=C1\C=C\C1=CC=CC=C1)C(=O)O (1-{4-[(Ethylamino)carbonyl]phenyl}-5-[(E)-2-phenylvinyl]-1H-1,2,3-triazole-4-carboxylic acid), C=1C=CC2=C(C1)N=NN2O (HOBt), C1(CC1)N (cyclopropylamine). Solvent: C(C)#N.CN(C)C=O (acetonitrile DMF), O (Water). Run at time 13 hour. Yields the product C1(CC1)NC(=O)C=1N=NN(C1\C=C\C1=CC=CC=C1)C1=CC=C(C=C1)C(=O)NCC (N-cyclopropyl-1-{4-[(ethylamino)carbonyl]phenyl}-5-[(E)-2-phenylvinyl]-1H-1,2,3-triazole-4-carboxamide). Yield: 176.6%. As a reaction SMILES: [CH2:1]([NH:3][C:4]([C:6]1[CH:11]=[CH:10][C:9]([N:12]2[C:16](/[CH:17]=[CH:18]/[C:19]3[CH:24]=[CH:23][CH:22]=[CH:21][CH:20]=3)=[C:15]([C:25](O)=[O:26])[N:14]=[N:13]2)=[CH:8][CH:7]=1)=[O:5])[CH3:2].C1C=C[C:31]2N(O)N=[N:34][C:32]=2[CH:33]=1.C1(N)CC1.CCN=C=NCCCN(C)C>C(#N)C.CN(C=O)C.O>[CH:32]1([NH:34][C:25]([C:15]2[N:14]=[N:13][N:12]([C:9]3[CH:10]=[CH:11][C:6]([C:4]([NH:3][CH2:1][CH3:2])=[O:5])=[CH:7][CH:8]=3)[C:16]=2/[CH:17]=[CH:18]/[C:19]2[CH:20]=[CH:21][CH:22]=[CH:23][CH:24]=2)=[O:26])[CH2:33][CH2:31]1 |f:4.5|. Procedure: 1-{4-[(Ethylamino)carbonyl]phenyl}-5-[(E)-2-phenylvinyl]-1H-1,2,3-triazole-4-carboxylic acid (264 mg, 0.728 mmol) obtained in Example 106b), HOBt (49.7 mg, 0.364 mmol, 0.5 eq.) and cyclopropylamine (0.068 ml, 0.947 mmol, 1.3 eq.) were dissolved in acetonitrile-DMF (3:1, 4 ml), WSC (171 mg, 0.874 mmol, 1.2 eq.) was added, and the mixture was stirred at room temperature for 13 hr. Water (10 ml) was added to the reaction mixture and the mixture was stirred. The precipitate was collected by filtrati... Yield: 85.0%. Starting materials: COC(C1=C(C=C(C=C1)OCCCNC(=O)OC(C)(C)C)O)=O (4-(3-(t-butyloxycarbonylamino)propyloxy)-2-hydroxybenzoic acid methyl ester), [H-].[Na+] (sodium hydride), suspension, IC (iodomethane), C(C)(=O)O (acetic acid). Solvent: CN(C)C=O (DMF). Reported procedure: To a 0° C. solution of 4-(3-(t-butyloxycarbonylamino)propyloxy)-2-hydroxybenzoic acid methyl ester (3.0 g, 9.2 mmol) from Step 1 in dry DMF (25 mL) was added sodium hydride (0.39 g of a 60% suspension in mineral oil, 9.7 mmol). The reaction was stirred at 0° C. for 1 h, when iodomethane (1.0 mL, 16 mmol) was added. The reaction was then warmed to ambient temperature. After 24 h, acetic acid (1 mL) was added and the solvent was removed under reduced pressure. The residue was dissolved in EtOAc (1... Reaction conditions: temperature 0 celsius, time 1 hour. Product: COC(C1=C(C=C(C=C1)OCCCNC(=O)OC(C)(C)C)OC)=O (4-(3-(t-Butyloxycarbonylamino)propyloxy)-2-methoxybenzoic acid methyl ester), oil. RXN SMILES: [CH3:1][O:2][C:3](=[O:23])[C:4]1[CH:9]=[CH:8][C:7]([O:10][CH2:11][CH2:12][CH2:13][NH:14][C:15]([O:17][C:18]([CH3:21])([CH3:20])[CH3:19])=[O:16])=[CH:6][C:5]=1[OH:22].[H-].[Na+].IC.[C:28](O)(=O)C>CN(C=O)C>[CH3:1][O:2][C:3](=[O:23])[C:4]1[CH:9]=[CH:8][C:7]([O:10][CH2:11][CH2:12][CH2:13][NH:14][C:15]([O:17][C:18]([CH3:19])([CH3:20])[CH3:21])=[O:16])=[CH:6][C:5]=1[O:22][CH3:28] |f:1.2|.